From a dataset of the Open Reaction Database (ORD), a public repository of structured organic reaction records. describe an organic reaction: reactants, conditions, products, and yield Reactants: O=C([O-])[O-], CC(C)=O, CC1(C)CCC(C)(C)c2cc(CCl)ccc21, [I-], [K+], [K+], [Na+], O, O=Cc1ccc(O)c(O)c1. Product: CC1(C)CCC(C)(C)c2cc(COc3ccc(C=O)cc3O)ccc21. Reaction SMILES: [C:29](=[O:30])([O-:31])[O-:32].[CH3:35][C:36](=[O:37])[CH3:38].[Cl:11][CH2:12][c:13]1[cH:14][c:15]2[c:20]([cH:21][cH:22]1)[C:19]([CH3:23])([CH3:24])[CH2:18][CH2:17][C:16]2([CH3:25])[CH3:26].[I-:28].[K+:33].[K+:34].[Na+:27].[OH2:39].[OH:1][c:2]1[cH:3][c:4]([CH:5]=[O:6])[cH:7][cH:8][c:9]1[OH:10]>>[OH:1][c:2]1[cH:3][c:4]([CH:5]=[O:6])[cH:7][cH:8][c:9]1[O:10][CH2:12][c:13]1[cH:14][c:15]2[c:20]([cH:21][cH:22]1)[C:19]([CH3:23])([CH3:24])[CH2:18][CH2:17][C:16]2([CH3:25])[CH3:26]. The reactants are CO (MeOH), COC(C1=CC=C(C=C1)C=CC(C1=CC=CC=C1)=O)=O (Methyl-4-(3-oxo-3-phenylpropenyl)-benzoate), C[N+]1(CCOCC1)[O-] (NMO). Reagents/catalysts: [Pd] (Pd). The solvent is C1CCOC1 (THF). Conditions: time 2 hour. Yields the product COC(C1=CC=C(C=C1)CCC(C1=CC=CC=C1)=O)=O (Methyl-4-(3-oxo-3-phenylpropyl)-benzoate). Reaction SMILES: [CH3:1][O:2][C:3](=[O:20])[C:4]1[CH:9]=[CH:8][C:7]([CH:10]=[CH:11][C:12](=[O:19])[C:13]2[CH:18]=[CH:17][CH:16]=[CH:15][CH:14]=2)=[CH:6][CH:5]=1.CO.C[N+]1([O-])CCOCC1>C1COCC1.[Pd]>[CH3:1][O:2][C:3](=[O:20])[C:4]1[CH:5]=[CH:6][C:7]([CH2:10][CH2:11][C:12](=[O:19])[C:13]2[CH:14]=[CH:15][CH:16]=[CH:17][CH:18]=2)=[CH:8][CH:9]=1. Procedure details: The aromatic enone 46 (321 mg, 1.20 mmol) was dissolved in anhydrous THF (6 mL) and anhydrous MeOH (6 ml). Added 2 small scoops of Pd 10% on activated C, placed under an atmosphere of hydrogen and allowed to stir for 2 hours at room temperature. Purged with nitrogen, filtered through Celite and removed solvent by evaporation under vacuum. The benzylic alcohol is reoxidized to the ketone by the following procedure. The crude was taken back in anhydrous CH2Cl2 (10 mL), with 3 Å molecular sieves, T... The reactants are Fc1cnc(Cl)nc1Nc1cccc(-c2nnn[nH]2)c1, Fc1cnc(Cl)nc1Cl, Nc1ccc(Cl)c(C(F)(F)F)c1. Product: Fc1cnc(Cl)nc1Nc1ccc(Cl)c(C(F)(F)F)c1. As a reaction SMILES: [Cl:1][c:2]1[n:3][c:4]([NH:5][c:6]2[cH:7][cH:8][cH:9][c:10](-[c:11]3[nH:12][n:13][n:14][n:15]3)[cH:16]2)[c:17]([F:18])[cH:19][n:20]1.[Cl:21][c:22]1[n:23][cH:24][c:25]([F:29])[c:26]([Cl:28])[n:27]1.[Cl:30][c:31]1[c:32]([C:38]([F:39])([F:40])[F:41])[cH:33][c:34]([NH2:35])[cH:36][cH:37]1>>[Cl:21][c:22]1[n:23][cH:24][c:25]([F:29])[c:26]([NH:35][c:34]2[cH:33][c:32]([C:38]([F:39])([F:40])[F:41])[c:31]([Cl:30])[cH:37][cH:36]2)[n:27]1. Reactants: FC1(OC2=C(O1)C=CC=C2)F (2,2-difluoro-1,3-benzodioxole), COC(C(C#N)=COCC)=O (ethoxymethylenecyanoacetic acid methyl ester), 21, C1(=CC=CC=C1)C (toluene), C(CCC)[Li] (n-butyllithium), CN(C)CCN(C)C (TMEDA), C1(=CC=CC=C1)C (toluene). Solvent: O (water). Yields the product C(C)OC(\C(=C\C1=CC=CC=2OC(OC21)(F)F)\C#N)=O ((E)-2-cyano-3-(2,2-difluoro-1,3-benzodioxol-4-yl)-2-propenoic acid ethyl ester). As a reaction SMILES: [F:1][C:2]1([F:11])[O:6][C:5]2[CH:7]=[CH:8][CH:9]=[CH:10][C:4]=2[O:3]1.C([Li])[CH2:13][CH2:14][CH3:15].C[N:18](CCN(C)C)C.C[O:26][C:27](=[O:35])C(=COCC)C#N.[C:36]1([CH3:42])C=CC=CC=1>O>[CH2:36]([O:35][C:27](=[O:26])/[C:14](/[C:13]#[N:18])=[CH:15]/[C:10]1[C:4]2[O:3][C:2]([F:1])([F:11])[O:6][C:5]=2[CH:7]=[CH:8][CH:9]=1)[CH3:42]. Reported procedure: 53.3 g (337 mmol) of 2,2-difluoro-1,3-benzodioxole in 46 ml of toluene are metalated according to Example 2d), at from -15° to -10° C., with 137.8 g (409 mmol) of n-butyllithium solution (19.0% in toluene) in the presence of 39.3 g (339 mmol) of TMEDA. 69.1 g (409 mmol) of ethoxymethylenecyanoacetic acid methyl ester in 150 ml of toluene are metered in at from -15° to -10° C. over a period of 21/2 hours. The reaction mixture is added at +10° C. to 450 ml of water, the phases are separated and th... Starting materials: CCOC(=O)CNCP(=O)(OCC)OCC, CN1Cc2c(Cl)cc(Cl)cc2C(c2cccc(S(=O)(=O)Cl)c2)C1, c1ccncc1. Product: CCOC(=O)CN(CP(=O)(OCC)OCC)S(=O)(=O)c1cccc(C2CN(C)Cc3c(Cl)cc(Cl)cc32)c1. RXN SMILES: [CH2:1]([CH3:2])[O:3][P:4](=[O:5])([O:6][CH2:7][CH3:8])[CH2:9][NH:10][CH2:11][C:12](=[O:13])[O:14][CH2:15][CH3:16].[Cl:17][c:18]1[cH:19][c:20]2[c:25]([c:26]([Cl:28])[cH:27]1)[CH2:24][N:23]([CH3:29])[CH2:22][CH:21]2[c:30]1[cH:31][c:32]([S:36](=[O:37])(=[O:38])[Cl:39])[cH:33][cH:34][cH:35]1.[cH:40]1[cH:41][cH:42][n:43][cH:44][cH:45]1>>[CH2:1]([CH3:2])[O:3][P:4](=[O:5])([O:6][CH2:7][CH3:8])[CH2:9][N:10]([CH2:11][C:12](=[O:13])[O:14][CH2:15][CH3:16])[S:36]([c:32]1[cH:31][c:30]([CH:21]2[c:20]3[cH:19][c:18]([Cl:17])[cH:27][c:26]([Cl:28])[c:25]3[CH2:24][N:23]([CH3:29])[CH2:22]2)[cH:35][cH:34][cH:33]1)(=[O:37])=[O:38].